This data is from the Open Reaction Database (ORD), a public repository of structured organic reaction records. The task is: describe an organic reaction: reactants, conditions, products, and yield Reactants: COC=1C=C(C=CC1OC)SCCCCOC=1C=C2CCC(NC2=CC1)=O (6-[4-(3,4-dimethoxyphenyl-mercapto)-butoxy]-3,4-dihydro-carbostyril), OO (hydrogen peroxide). Yields the product COC=1C=C(C=CC1OC)S(=O)CCCCOC=1C=C2CCC(NC2=CC1)=O (6-[4-(3,4-dimethoxyphenyl-sulfinyl)-butoxy]-3,4-dihydro-carbostyril). Reaction SMILES: [CH3:1][O:2][C:3]1[CH:4]=[C:5]([S:11][CH2:12][CH2:13][CH2:14][CH2:15][O:16][C:17]2[CH:18]=[C:19]3[C:24](=[CH:25][CH:26]=2)[NH:23][C:22](=[O:27])[CH2:21][CH2:20]3)[CH:6]=[CH:7][C:8]=1[O:9][CH3:10].[OH:28]O>>[CH3:1][O:2][C:3]1[CH:4]=[C:5]([S:11]([CH2:12][CH2:13][CH2:14][CH2:15][O:16][C:17]2[CH:18]=[C:19]3[C:24](=[CH:25][CH:26]=2)[NH:23][C:22](=[O:27])[CH2:21][CH2:20]3)=[O:28])[CH:6]=[CH:7][C:8]=1[O:9][CH3:10]. Procedure: Prepared analogous to Example 2 from 6-[4-(3,4-dimethoxyphenyl-mercapto)-butoxy]-3,4-dihydro-carbostyril and hydrogen peroxide. Reactants: CC[SiH](CC)CC, ClCCl, O=C(OC(=O)C(F)(F)F)C(F)(F)F, CC1(C)CC(=O)N(c2ccc(I)cn2)C1O, O=C(O)C(F)(F)F. Product: CC1(C)CC(=O)N(c2ccc(I)cn2)C1. RXN SMILES: [CH2:37]([SiH:38]([CH2:39][CH3:40])[CH2:41][CH3:42])[CH3:43].[Cl:44][CH2:45][Cl:46].[F:17][C:18]([F:19])([F:20])[C:21]([O:22][C:23](=[O:24])[C:25]([F:26])([F:27])[F:28])=[O:29].[OH:1][CH:2]1[C:3]([CH3:15])([CH3:16])[CH2:4][C:5](=[O:14])[N:6]1[c:7]1[n:8][cH:9][c:10]([I:13])[cH:11][cH:12]1.[OH:30][C:31]([C:32]([F:33])([F:34])[F:35])=[O:36]>>[CH2:2]1[C:3]([CH3:15])([CH3:16])[CH2:4][C:5](=[O:14])[N:6]1[c:7]1[n:8][cH:9][c:10]([I:13])[cH:11][cH:12]1. Starting materials: NC1=C2C(C(=CN(C2=C(C(=C1F)F)F)C1=NC(=C(C=C1F)F)N)C(=O)O)=O (5-amino-1-(6-amino-3,5-difluoropyridine-2-yl)-6,7,8-trifluoro-4-oxo-1,4-dihydroquinoline-3-carboxylic acid), Cl.Cl.NC1CNC1 (3-aminoazetidine dihydrochloride), CN1CCCC1 (N-methylpyrrolidine). The solvent is CN(C=O)C (N,N-dimethylformamide). Run at temperature 90 celsius, time 1 hour. The product is NC1=C2C(C(=CN(C2=C(C(=C1F)N1CC(C1)N)F)C1=NC(=C(C=C1F)F)N)C(=O)O)=O (5-amino-7-(3-aminoazetidine-1-yl)-1-(6-amino-3,5-difluoropyridine-2-yl)-6,8-difluoro-4-oxo-1,4-dihydroquinoline-3-carboxylic acid). The yield is 45.8%. RXN SMILES: [NH2:1][C:2]1[C:11]([F:12])=[C:10](F)[C:9]([F:14])=[C:8]2[C:3]=1[C:4](=[O:27])[C:5]([C:24]([OH:26])=[O:25])=[CH:6][N:7]2[C:15]1[C:20]([F:21])=[CH:19][C:18]([F:22])=[C:17]([NH2:23])[N:16]=1.Cl.Cl.[NH2:30][CH:31]1[CH2:34][NH:33][CH2:32]1.CN1CCCC1>CN(C)C=O>[NH2:1][C:2]1[C:11]([F:12])=[C:10]([N:33]2[CH2:34][CH:31]([NH2:30])[CH2:32]2)[C:9]([F:14])=[C:8]2[C:3]=1[C:4](=[O:27])[C:5]([C:24]([OH:26])=[O:25])=[CH:6][N:7]2[C:15]1[C:20]([F:21])=[CH:19][C:18]([F:22])=[C:17]([NH2:23])[N:16]=1 |f:1.2.3|. Procedure: To 210 mg of N,N-dimethylformamide were added 50 mg of 5-amino-1-(6-amino-3,5-difluoropyridine-2-yl)-6,7,8-trifluoro-4-oxo-1,4-dihydroquinoline-3-carboxylic acid, 40 mg of 3-aminoazetidine dihydrochloride, and 150 mg of N-methylpyrrolidine, and the mixture was stirred at 90° C. for 1 hour, and concentrated under reduced pressure. The procedure of adding 2 ml of diisopropylether to the residue, stirring and decanting was repeated twice. 2 ml of ethanol and 40 mg of N-methylpyrrolidine were added ... Reactants: C(CCC)[Li] (n-butyllithium), C(CCC)[Li] (n-butyllithium), CC(C)([O-])C.[K+] (potassium t-butoxide), CN(CCN(C)C)C (N,N,N′,N′-tetramethylethylenediamine). The solvent is C1(=CC=CC=C1)C (toluene), C1(=CC=CC=C1)C (toluene), C1(=CC=CC=C1)C (toluene), O (H2O), C1(=CC=CC=C1)C (toluene). The product is CC(C)([O-])C.[K+].CN(CCN(C)C)C (potassium t-butoxide TMEDA). Reaction SMILES: C([Li])CCC.[CH3:6][C:7]([CH3:10])([O-:9])[CH3:8].[K+:11].[CH3:12][N:13]([CH3:19])[CH2:14][CH2:15][N:16]([CH3:18])[CH3:17]>C1(C)C=CC=CC=1.O>[CH3:6][C:7]([CH3:10])([O-:9])[CH3:8].[K+:11].[CH3:12][N:13]([CH3:19])[CH2:14][CH2:15][N:16]([CH3:18])[CH3:17] |f:1.2,6.7.8|. Procedure details: The procedure of Example 10 was repeated except that: 1088 g (≈1.3 liters, 11.81 mole) of toluene was charged to the reactor (41 ppm residual H2O), which was further made anhydrous by the addition of 0.48 g (7.6 mmole) n-butyllithium. The anhydrous toluene was heated to 80° C., upon reaching the set point temperature, a mixture comprised of 13.06 g (0.116 mole) potassium t-butoxide, 399 g (4.33 mole) toluene and 72.00 g N,N,N′,N′-tetramethylethylenediamine (TMEDA, 0.620 mole) was charged through... Reactants: Cc1cc(Cl)c([N+](=O)[O-])cc1-c1ccccc1S(=O)(=O)[O-], Cl, [Na+], [OH-], O. Product: Cc1cc(Cl)c([N+](=O)[O-])cc1O. Reaction SMILES: [Cl:1][c:2]1[cH:3][c:4]([CH3:21])[c:5](-[c:11]2[cH:12][cH:13][cH:14][cH:15][c:16]2[S:17]([O-:18])(=[O:19])=[O:20])[cH:6][c:7]1[N+:8](=[O:9])[O-:10].[ClH:24].[Na+:23].[OH-:22].[OH2:25]>>[Cl:1][c:2]1[cH:3][c:4]([CH3:21])[c:5]([OH:22])[cH:6][c:7]1[N+:8](=[O:9])[O-:10]. Reactants: COC(=O)C1=C(C=C(C=C1)C1=CC=C(C=C1)C(F)(F)F)C (3-methyl-4′-trifluoromethyl-biphenyl-4-carboxylic acid methyl ester), [BH4-].[Na+] (sodium borohydride), CCOC(=O)C.CCCCCC (EtOAc hexane). The solvent is C1CCOC1.CO (THF MeOH). Yields the product CC=1C=C(C=CC1CO)C1=CC=C(C=C1)C(F)(F)F ((3-Methyl-4′-trifluoromethyl-biphenyl-4-yl)-methanol). Yield: 98.7%. As a reaction SMILES: C[O:2][C:3]([C:5]1[CH:10]=[CH:9][C:8]([C:11]2[CH:16]=[CH:15][C:14]([C:17]([F:20])([F:19])[F:18])=[CH:13][CH:12]=2)=[CH:7][C:6]=1[CH3:21])=O.[BH4-].[Na+].CCOC(C)=O.CCCCCC>C1COCC1.CO>[CH3:21][C:6]1[CH:7]=[C:8]([C:11]2[CH:16]=[CH:15][C:14]([C:17]([F:18])([F:19])[F:20])=[CH:13][CH:12]=2)[CH:9]=[CH:10][C:5]=1[CH2:3][OH:2] |f:1.2,3.4,5.6|. Procedure: To a 0° C. solution of 3-methyl-4′-trifluoromethyl-biphenyl-4-carboxylic acid methyl ester (300 mg, 1.02 mmol) in THF/MeOH (10/3 mL) is added portion-wise sodium borohydride (386 mg, 10.20 mmol) and heated to reflux. After 1 h TLC (20% EtOAc/hexane) indicates complete consumption of starting material. The reaction mixture is concentrated and the residue is partitioned between EtOAc (100 mL) and 0.2N HCl (20 mL). The aqueous layer is extracted with a second portion of EtOAc (50 mL). The combined ... The solvent is C(C)O (ethanol). As a reaction SMILES: FC(F)(F)[C:3](O)=[O:4].[CH3:8][O:9][C:10]1[CH:29]=[CH:28][C:13]2CO[C:16](=[O:27])[N:17]([CH2:18][CH2:19][CH2:20][N:21]3[CH2:26][CH2:25][NH:24][CH2:23][CH2:22]3)[C:12]=2[CH:11]=1.C(N(CC)C(C)C)(C)C.Cl[CH2:40]/[CH:41]=[CH:42]/[C:43]1[CH:48]=[C:47]([F:49])[CH:46]=[CH:45][C:44]=1[F:50].C(=O)([O-])[O-].[K+].[K+]>C(O)C>[F:50][C:44]1[CH:45]=[CH:46][C:47]([F:49])=[CH:48][C:43]=1/[CH:42]=[CH:41]/[CH2:40][N:24]1[CH2:23][CH2:22][N:21]([CH2:20][CH2:19][CH2:18][N:17]2[C:12]3[CH:11]=[C:10]([O:9][CH3:8])[CH:29]=[CH:28][C:13]=3[O:4][CH2:3][C:16]2=[O:27])[CH2:26][CH2:25]1 |f:0.1,4.5.6|. Yields the product FC1=C(C=C(C=C1)F)/C=C/CN1CCN(CC1)CCCN1C(COC2=C1C=C(C=C2)OC)=O (4-(3-{4-[(2E)-3-(2,5-Difluorophenyl)prop-2-en-1-yl]piperazin-1-yl}propyl)-6-methoxy-2H-1,4-benzoxazin-3(4H)-one). Starting materials: ClC/C=C/C1=C(C=CC(=C1)F)F (2-[(1E)-3-chloroprop-1-en-1-yl]-1,4-difluorobenzene), ClC/C=C/C1=C(C=CC(=C1)F)F (2-[(1E)-3-chloroprop-1-en-1-yl]-1,4-difluorobenzene), C([O-])([O-])=O.[K+].[K+] (potassium carbonate), FC(C(=O)O)(F)F.COC1=CC2=C(COC(N2CCCN2CCNCC2)=O)C=C1 (7-Methoxy-1-(3-piperazin-1-ylpropyl)-1,4-dihydro-2H-3,1-benzoxazin-2-one trifluoroacetate), FC(C(=O)O)(F)F.COC1=CC2=C(COC(N2CCCN2CCNCC2)=O)C=C1 (7-Methoxy-1-(3-piperazin-1-ylpropyl)-1,4-dihydro-2H-3,1-benzoxazin-2-one trifluoroacetate), C(C)(C)N(C(C)C)CC (N,N-diisopropylethylamine). Procedure: A solution of 6-methoxy-4-(3-piperazin-1-ylpropyl)-2H-1,4-benzoxazin-3(4H)-one trifluoroacetate (Intermediate 118, 985 mg, 1.52 mmol) in dry ethanol (10 mL) was converted to the free base with N,N-diisopropylethylamine for 30 min and then was added 2-[(1E)-4-chloroprop-1-en-1-yl]-1,4-difluorobenzene (Intermediate 124, 315 mg, 1.67 mmol), and potassium carbonate (230 mg, 1.67 mmol). The mixture was heated at 80° C. for 18 hours, cooled to room temperature and then concentrated to dryness under re... Run at temperature 80 celsius. The reactants are C1CC(=O)N(C1=O)Br (NBS), FC1=CC(=C(COC2=CC(N(C(=C2)C)C=2C=C(C(=O)O)C=CC2C)=O)C=C1)CNC(=O)OC (3-[4-[(4-fluoro-2-{[(methoxycarbonyl)amino]methyl}benzyl)oxy]-6-methyl-2-oxopyridin-1(2H)-yl]-4-methylbenzoic acid). Run in C(Cl)Cl (DCM). Reaction conditions: time 1.5 hour. The product is BrC=1C(N(C(=CC1OCC1=C(C=C(C=C1)F)CNC(=O)OC)C)C=1C=C(C(=O)O)C=CC1C)=O (3-[3-bromo-4-[(4-fluoro-2-{[(methoxycarbonyl)amino]methyl}benzyl)oxy]-6-methyl-2-oxopyridin-1(2H)-yl]-4-methylbenzoic acid). As a reaction SMILES: C1C(=O)N([Br:8])C(=O)C1.[F:9][C:10]1[CH:35]=[CH:34][C:13]([CH2:14][O:15][C:16]2[CH:21]=[C:20]([CH3:22])[N:19]([C:23]3[CH:24]=[C:25]([CH:29]=[CH:30][C:31]=3[CH3:32])[C:26]([OH:28])=[O:27])[C:18](=[O:33])[CH:17]=2)=[C:12]([CH2:36][NH:37][C:38]([O:40][CH3:41])=[O:39])[CH:11]=1>C(Cl)Cl>[Br:8][C:17]1[C:18](=[O:33])[N:19]([C:23]2[CH:24]=[C:25]([CH:29]=[CH:30][C:31]=2[CH3:32])[C:26]([OH:28])=[O:27])[C:20]([CH3:22])=[CH:21][C:16]=1[O:15][CH2:14][C:13]1[CH:34]=[CH:35][C:10]([F:9])=[CH:11][C:12]=1[CH2:36][NH:37][C:38]([O:40][CH3:41])=[O:39]. Procedure details: NBS (0.69 g, 3.85 mmol) was added to a solution of 3-[4-[(4-fluoro-2-{[(methoxycarbonyl)amino]methyl}benzyl)oxy]-6-methyl-2-oxopyridin-1(2H)-yl]-4-methylbenzoic acid (from Step 4) (1.75 g, 3.85 mmol) in DCM (45 mL). After 1.5 h, solvent removed on rotary evaporator. Solid dissolved in EtOAc and hexane added, resulting in a solid precipitate. Solid filtered. Solid subsequently dissolved in DCM and washed with water. Organic layer dried over Na2SO4, filtered, and concentrated. Pale yellow solid dr... The reactants are CCc1c[nH]cn1, CC(=O)c1ccc(F)cc1, [H-], [Na+], CN(C)C=O, O. Yields the product CCc1cn(-c2ccc(C(C)=O)cc2)cn1. Reaction SMILES: [CH2:3]([CH3:4])[c:5]1[n:6][cH:7][nH:8][cH:9]1.[F:10][c:11]1[cH:12][cH:13][c:14]([C:17]([CH3:18])=[O:19])[cH:15][cH:16]1.[H-:2].[Na+:1].[O:20]=[CH:21][N:22]([CH3:23])[CH3:24].[OH2:25]>>[CH2:3]([CH3:4])[c:5]1[n:6][cH:7][n:8](-[c:11]2[cH:12][cH:13][c:14]([C:17]([CH3:18])=[O:19])[cH:15][cH:16]2)[cH:9]1. As a reaction SMILES: [CH3:16][OH:17].[Cl-:1].[F:3][c:4]1[c:5]([O:14][CH3:15])[c:6]([N+:11]([O-:12])=[O:13])[cH:7][cH:8][c:9]1[F:10].[Fe:18].[NH4+:2]>>[F:3][c:4]1[c:5]([O:14][CH3:15])[c:6]([NH2:11])[cH:7][cH:8][c:9]1[F:10]. The reactants are CO, [Cl-], COc1c([N+](=O)[O-])ccc(F)c1F, [Fe], [NH4+]. Yields the product COc1c(N)ccc(F)c1F.